This data is from the Open Reaction Database (ORD), a public repository of structured organic reaction records. The task is: describe an organic reaction: reactants, conditions, products, and yield Starting materials: C(CCCCCCC\C=C/CCCCCCCC)(=O)NC1=CC=C(N)C=C1 (4-Oleoylaminoaniline), C(C)(=O)OC(C(=O)NCCC(=O)O)C(COC(C)=O)(C)C (3-[N-(2,4-diacetoxy-3,3-dimethyl-1-oxobutyl)amino]propionic acid). Product: C(CCCCCCC\C=C/CCCCCCCC)(=O)NC1=CC=C(C=C1)NC(CCNC(C(C(COC(C)=O)(C)C)OC(C)=O)=O)=O (N-[4-(Oleoylamino)phenyl]-3-[N-(2,4-diacetoxy-3,3-dimethyl-1-oxobutyl)amino]propanamide). Yield: 68.5%. Reaction SMILES: [C:1]([NH:20][C:21]1[CH:27]=[CH:26][C:24]([NH2:25])=[CH:23][CH:22]=1)(=[O:19])[CH2:2][CH2:3][CH2:4][CH2:5][CH2:6][CH2:7][CH2:8]/[CH:9]=[CH:10]\[CH2:11][CH2:12][CH2:13][CH2:14][CH2:15][CH2:16][CH2:17][CH3:18].[C:28]([O:31][CH:32]([C:41]([CH3:48])([CH3:47])[CH2:42][O:43][C:44](=[O:46])[CH3:45])[C:33]([NH:35][CH2:36][CH2:37][C:38](O)=[O:39])=[O:34])(=[O:30])[CH3:29]>>[C:1]([NH:20][C:21]1[CH:27]=[CH:26][C:24]([NH:25][C:38](=[O:39])[CH2:37][CH2:36][NH:35][C:33](=[O:34])[CH:32]([O:31][C:28](=[O:30])[CH3:29])[C:41]([CH3:47])([CH3:48])[CH2:42][O:43][C:44](=[O:46])[CH3:45])=[CH:23][CH:22]=1)(=[O:19])[CH2:2][CH2:3][CH2:4][CH2:5][CH2:6][CH2:7][CH2:8]/[CH:9]=[CH:10]\[CH2:11][CH2:12][CH2:13][CH2:14][CH2:15][CH2:16][CH2:17][CH3:18]. Procedure: 4-Oleoylaminoaniline (744 mg) and 606 mg of 3-[N-(2,4-diacetoxy-3,3-dimethyl-1-oxobutyl)amino]propionic acid were reacted in the same manner as in Example 1 to obtain 900 mg of the title compound (yield: 69%). The reactants are N1CCCCC1 (piperidine), IC1=CC=C(C(=O)O)C=C1 (4-iodobenzoic acid), CN(C)C(=[N+](C)C)ON1C2=C(C=CC=C2)N=N1.[B-](F)(F)(F)F (TBTU), C(C)(C)N(CC)C(C)C (diisopropylethylamine). The solvent is C(Cl)Cl (CH2Cl2). Conditions: time 10 minute. The product is IC1=CC=C(C(=O)N2CCCCC2)C=C1 (1-(4-Iodobenzoyl)piperidine). RXN SMILES: [I:1][C:2]1[CH:10]=[CH:9][C:5]([C:6]([OH:8])=O)=[CH:4][CH:3]=1.C(N(C(C)C)CC)(C)C.CN(C(ON1N=[N:35][C:30]2C=[CH:32][CH:33]=[CH:34][C:29]1=2)=[N+](C)C)C.[B-](F)(F)(F)F.N1CCCCC1>C(Cl)Cl>[I:1][C:2]1[CH:3]=[CH:4][C:5]([C:6]([N:35]2[CH2:32][CH2:33][CH2:34][CH2:29][CH2:30]2)=[O:8])=[CH:9][CH:10]=1 |f:2.3|. Reported procedure: To a suspension of 4.0 g of 4-iodobenzoic acid (16.13 mmol) in 40 ml of CH2Cl2 there are added 3.65 ml of diisopropylethylamine (20.97 mmol) and then, after 10 minutes, 5.18 g of TBTU (16.13 mmol). After stirring for 10 minutes more, 1.60 ml of piperidine (16.13 mmol) are added and the reaction mixture is stirred overnight at ambient temperature. The reaction mixture is washed 3 times with water and then once with saturated NaCl. After drying (MgSO4) and evaporation under reduced pressure, the r... Reported procedure: A mixture of 3-methyl-6-phenyl-4,5,6,7-tetrahydrobenzofuran-4-one (0.18 g), aminoguanidine hydrochloride (0.092 g), concentrated hydrochloric acid (0.04 ml), water (0.040 ml) and ethanol (20 ml) was refluxed for 30 minutes. Under reduced pressure, the solvent was evaporated, and the residue was recrystallized from ethanol to give 4-guanidinoimino-3-methyl-6-phenyl-4,5,6,7-tetrahydrobenzofuran hydrochloride (Compound 31) (0.10 g) as colorless crystals. Reactants: CC1=COC2=C1C(CC(C2)C2=CC=CC=C2)=O (3-methyl-6-phenyl-4,5,6,7-tetrahydrobenzofuran-4-one), C(=N)(N)NN.Cl (aminoguanidine hydrochloride), Cl (hydrochloric acid), O (water). Solvent: C(C)O (ethanol). As a reaction SMILES: [CH3:1][C:2]1[C:6]2[C:7](=O)[CH2:8][CH:9]([C:11]3[CH:16]=[CH:15][CH:14]=[CH:13][CH:12]=3)[CH2:10][C:5]=2[O:4][CH:3]=1.[C:18]([NH:21][NH2:22])([NH2:20])=[NH:19].[ClH:23].Cl.O>C(O)C>[ClH:23].[NH:21]([N:22]=[C:7]1[C:6]2[C:2]([CH3:1])=[CH:3][O:4][C:5]=2[CH2:10][CH:9]([C:11]2[CH:16]=[CH:15][CH:14]=[CH:13][CH:12]=2)[CH2:8]1)[C:18]([NH2:20])=[NH:19] |f:1.2,6.7|. The yield is 39.4%. Product: Cl.N(C(=N)N)N=C1CC(CC2=C1C(=CO2)C)C2=CC=CC=C2 (4-guanidinoimino-3-methyl-6-phenyl-4,5,6,7-tetrahydrobenzofuran hydrochloride). The reactants are IC1=CC=C(C(=O)Cl)C=C1 (4-Iodobenzoyl chloride), NC=1OC(=NN1)C=1OC=CC1 (2-amino-5-(2-furyl)-1,3,4-oxadiazole). Run in N1=CC=CC=C1 (pyridine). Run at time 2.5 hour. Product: O1C(=CC=C1)C1=NN=C(O1)NC(=O)C1=CC=C(C=C1)I (N-[5-(2-Furyl)-1,3,4-oxadiazol-2-yl]-4-iodo-benzenecarboxamide). The yield is 55.1%. Reaction SMILES: [I:1][C:2]1[CH:10]=[CH:9][C:5]([C:6](Cl)=[O:7])=[CH:4][CH:3]=1.[NH2:11][C:12]1[O:13][C:14]([C:17]2[O:18][CH:19]=[CH:20][CH:21]=2)=[N:15][N:16]=1>N1C=CC=CC=1>[O:18]1[CH:19]=[CH:20][CH:21]=[C:17]1[C:14]1[O:13][C:12]([NH:11][C:6]([C:5]2[CH:9]=[CH:10][C:2]([I:1])=[CH:3][CH:4]=2)=[O:7])=[N:16][N:15]=1. Procedure: 4-Iodobenzoyl chloride (2.65 g, 9.95 mmol) was gradually added to a solution of commercially available 2-amino-5-(2-furyl)-1,3,4-oxadiazole (1.00 g, 6.62 mmol) in pyridine (20 mL), followed by stirring at room temperature for 2.5 hr and then at 50° C. overnight. The reaction solution was concentrated. Water and methylene chloride were added to the residue, and precipitated crystals were collected by filtration. The crystals were washed with water and methylene chloride and then dried to obtain t... The reactants are ClC1=C(C(=O)Cl)C(=CC=C1)Cl (2,6-dichlorobenzoyl chloride), CCN(C(C)C)C(C)C (DIPEA), NC(C(=O)OC)CC1=CC=C(C=C1)[N+](=O)[O-] (methyl 2-amino-3-(4-nitrophenyl)propanoate), CCN(C(C)C)C(C)C (DIPEA). Solvent: C(Cl)Cl (CH2Cl2), C(Cl)Cl (CH2Cl2). Run at time 2 hour. Yields the product ClC1=C(C(=O)NC(C(=O)OC)CC2=CC=C(C=C2)[N+](=O)[O-])C(=CC=C1)Cl (methyl 2-[(2,6-dichlorobenzoyl)amino]-3-(4-nitrophenyl)propanoate). RXN SMILES: [NH2:1][CH:2]([CH2:7][C:8]1[CH:13]=[CH:12][C:11]([N+:14]([O-:16])=[O:15])=[CH:10][CH:9]=1)[C:3]([O:5][CH3:6])=[O:4].[Cl:17][C:18]1[CH:26]=[CH:25][CH:24]=[C:23]([Cl:27])[C:19]=1[C:20](Cl)=[O:21].CCN(C(C)C)C(C)C>C(Cl)Cl>[Cl:17][C:18]1[CH:26]=[CH:25][CH:24]=[C:23]([Cl:27])[C:19]=1[C:20]([NH:1][CH:2]([CH2:7][C:8]1[CH:13]=[CH:12][C:11]([N+:14]([O-:16])=[O:15])=[CH:10][CH:9]=1)[C:3]([O:5][CH3:6])=[O:4])=[O:21]. Procedure details: To a solution of methyl 2-amino-3-(4-nitrophenyl)propanoate 2 (9.5 g) in CH2Cl2 (40 ml) is added, at 0° C., 2,6-dichlorobenzoyl chloride (7.71 g) dissolved in CH2Cl2 (40 ml). DIPEA (2 equ.) is then added dropwise to the mixture at 0° C. The reaction is then risen at RT and pH is brought to 7-8 by addition of DIPEA. The mixture is stirred for 2 h, then evaporated and the residue is placed in AcOEt (175 ml). The organic phase is washed one time with 5% NaHCO3 (150 ml), one time with water, one tim... The reactants are FC1=C(C=CC(=C1)I)NC1=C(C(=O)O)C=CN=C1 (3-[(2-fluoro-4-iodophenyl)amino]isonicotinic acid), FC1=C(C=CC(=C1)I)NC1=C(C(=O)O)C=CN=C1 (3-[(2-fluoro-4-iodophenyl)amino]isonicotinic acid), N1(C=NC=C1)CCCN (3-imidazol-1-yl-propylamine). The product is FC1=C(C=CC(=C1)I)NC1=C(C(=O)NCCCN2C=NC=C2)C=CN=C1 (3-[(2-fluoro-4-iodophenyl)amino]-N-[3-(1H-imidazol-1-yl)propyl]isonicotinamide). Reaction SMILES: [F:1][C:2]1[CH:7]=[C:6]([I:8])[CH:5]=[CH:4][C:3]=1[NH:9][C:10]1[CH:18]=[N:17][CH:16]=[CH:15][C:11]=1[C:12]([OH:14])=O.[N:19]1([CH2:24][CH2:25][CH2:26][NH2:27])[CH:23]=[CH:22][N:21]=[CH:20]1>>[F:1][C:2]1[CH:7]=[C:6]([I:8])[CH:5]=[CH:4][C:3]=1[NH:9][C:10]1[CH:18]=[N:17][CH:16]=[CH:15][C:11]=1[C:12]([NH:27][CH2:26][CH2:25][CH2:24][N:19]1[CH:23]=[CH:22][N:21]=[CH:20]1)=[O:14]. Reported procedure: 3-[(2-fluoro-4-iodophenyl)amino]-N-[3-(1H-imidazol-1-yl)propyl]isonicotinamide was synthesized according to the procedure for General Method 1, outlined above, starting with 0.40 mmol of 3-[(2-fluoro-4-iodophenyl)amino]isonicotinic acid (intermediate 1) and 0.60 mmol of 3-imidazol-1-yl-propylamine. LC/MS [4.82 min; 466 (M+1)] Starting materials: C1CCOC1, CN1CCC(Cl)CC1, O=C(c1ccccc1)c1ccccc1. Product: CN1CCC(C(O)(c2ccccc2)c2ccccc2)CC1. Reaction SMILES: [CH2:23]1[O:24][CH2:25][CH2:26][CH2:27]1.[Cl:15][CH:16]1[CH2:17][CH2:18][N:19]([CH3:22])[CH2:20][CH2:21]1.[O:1]=[C:2]([c:3]1[cH:4][cH:5][cH:6][cH:7][cH:8]1)[c:9]1[cH:10][cH:11][cH:12][cH:13][cH:14]1>>[OH:1][C:2]([c:3]1[cH:4][cH:5][cH:6][cH:7][cH:8]1)([c:9]1[cH:10][cH:11][cH:12][cH:13][cH:14]1)[CH:16]1[CH2:17][CH2:18][N:19]([CH3:22])[CH2:20][CH2:21]1.